This data is from the Open Reaction Database (ORD), a public repository of structured organic reaction records. The task is: describe an organic reaction: reactants, conditions, products, and yield The reactants are COC(=O)C1=Cc2cc(Br)ccc2N(Cc2cccs2)CC1, CO, Cl, [Na+], C1CCOC1, [OH-], O. The product is O=C(O)C1=Cc2cc(Br)ccc2N(Cc2cccs2)CC1. Reaction SMILES: [Br:1][c:2]1[cH:3][cH:4][c:5]2[c:6]([cH:22]1)[CH:7]=[C:8]([C:18](=[O:19])[O:20][CH3:21])[CH2:9][CH2:10][N:11]2[CH2:12][c:13]1[s:14][cH:15][cH:16][cH:17]1.[CH3:32][OH:33].[ClH:26].[Na+:24].[O:27]1[CH2:28][CH2:29][CH2:30][CH2:31]1.[OH-:23].[OH2:25]>>[Br:1][c:2]1[cH:3][cH:4][c:5]2[c:6]([cH:22]1)[CH:7]=[C:8]([C:18](=[O:19])[OH:20])[CH2:9][CH2:10][N:11]2[CH2:12][c:13]1[s:14][cH:15][cH:16][cH:17]1. Starting materials: ClC(=C(C)C)N(C)C (1-Chloro-N,N,2-trimethylprop-1-en-1-amine), BrC1=CC=C2OC=3C(=CC(=CC3C(C2=C1)(CCO)NC(=S)NC(C1=CC=CC=C1)=O)OC)F (N-((7-bromo-4-fluoro-9-(2-hydroxyethyl)-2-methoxy-9H-xanthen-9-yl)carbamothioyl)-benzamide). Run in C(Cl)Cl (DCM). Run at time 8 hour. Product: BrC1=CC=C2OC=3C(=CC(=CC3C3(C2=C1)N=C(SCC3)NC(C3=CC=CC=C3)=O)OC)F (N-(7′-bromo-4′-fluoro-2′-methoxy-5,6-dihydrospiro[[1,3]thiazine-4,9′-xanthen]-2-yl)benzamide). Yield: 99.7%. RXN SMILES: ClC(N(C)C)=C(C)C.[Br:9][C:10]1[CH:23]=[C:22]2[C:13]([O:14][C:15]3[C:16]([F:41])=[CH:17][C:18]([O:39][CH3:40])=[CH:19][C:20]=3[C:21]2([NH:27][C:28]([NH:30][C:31](=[O:38])[C:32]2[CH:37]=[CH:36][CH:35]=[CH:34][CH:33]=2)=[S:29])[CH2:24][CH2:25]O)=[CH:12][CH:11]=1>C(Cl)Cl>[Br:9][C:10]1[CH:23]=[C:22]2[C:13]([O:14][C:15]3[C:16]([F:41])=[CH:17][C:18]([O:39][CH3:40])=[CH:19][C:20]=3[C:21]32[CH2:24][CH2:25][S:29][C:28]([NH:30][C:31](=[O:38])[C:32]2[CH:33]=[CH:34][CH:35]=[CH:36][CH:37]=2)=[N:27]3)=[CH:12][CH:11]=1. Procedure: 1-Chloro-N,N,2-trimethylprop-1-en-1-amine (2.012 ml, 15.05 mmol) was added to a solution of N-((7-bromo-4-fluoro-9-(2-hydroxyethyl)-2-methoxy-9H-xanthen-9-yl)carbamothioyl)-benzamide (8 g, 15.05 mmol) in DCM (3 ml). The reaction mixture was stirred at RT for 8 hours. The reaction mixture was quenched with aqueous, saturated sodium carbonate solution and stirred for 10 minutes. The organic layer was separated and concentrated under reduced pressure to afford crude N-(7′-bromo-4′-fluoro-2′-methoxy... Starting materials: C(CCC)OCCC1=CC=C(C=C1)C1=CCC(CC1)C1=CC=C(C=C1)Br (1-[p-(β-butyloxyethyl)-phenyl]-4-(p-bromophenyl)-cyclohexene), C1(=C(C(=O)C(=C(C1=O)Cl)Cl)Cl)Cl (chloranil), C=1(C(=CC=CC1)C)C (xylene), C1(=CC=CC=C1)C (toluene). The product is C(CCC)OCCC1=CC=C(C=C1)C=1C(=CC=CC1)C1=CC=C(C=C1)Br (4"-(β-butyloxyethyl)-4-bromoterphenyl). As a reaction SMILES: C(OCCC1C=CC([C:14]2[CH2:19][CH2:18][CH:17]([C:20]3[CH:25]=[CH:24][C:23]([Br:26])=[CH:22][CH:21]=3)[CH2:16][CH:15]=2)=CC=1)CCC.C1(Cl)[C:33](=[O:34])[C:32](Cl)=[C:31](Cl)[C:29](=O)C=1Cl.[C:39]1(C)C(C)=CC=CC=1.[C:47]1([CH3:53])[CH:52]=[CH:51][CH:50]=[CH:49][CH:48]=1>>[CH2:33]([O:34][CH2:39][CH2:53][C:47]1[CH:52]=[CH:51][C:50]([C:16]2[C:17]([C:20]3[CH:25]=[CH:24][C:23]([Br:26])=[CH:22][CH:21]=3)=[CH:18][CH:19]=[CH:14][CH:15]=2)=[CH:49][CH:48]=1)[CH2:32][CH2:31][CH3:29]. Procedure details: A mixture of 1-[p-(β-butyloxyethyl)-phenyl]-4-(p-bromophenyl)-cyclohexene (XV) (55 g, 0.13 mol) obtained in Step H, chloranil (78.4 g, 0.32 mol) and xylene (624 ml) was heated and placed under reflux for 24 hours. After cooling, toluene (800 ml) was added, insoluble solid filtered off and toluene removed by concentrating the filtrate. The resulting raw crystals were recrystallized from ethyl acetate (50 ml) to obtain 4"-(β-butyloxyethyl)-4-bromoterphenyl (XV1) (29 g) having a melting point of 22... The reactants are CCO, Clc1nc(-c2ccccn2)ns1, N. Product: Nc1nc(-c2ccccn2)ns1. Reaction SMILES: [CH3:14][CH2:15][OH:16].[Cl:1][c:2]1[n:3][c:4](-[c:7]2[n:8][cH:9][cH:10][cH:11][cH:12]2)[n:5][s:6]1.[NH3:13]>>[c:2]1([NH2:13])[n:3][c:4](-[c:7]2[n:8][cH:9][cH:10][cH:11][cH:12]2)[n:5][s:6]1. The reactants are [Br-], C#C[Mg+], CCOC1=CC(=O)CCC1, Cl, C1CCOC1. The product is C#CC1=CC(=O)CCC1. RXN SMILES: [Br-:1].[C:2](#[CH:3])[Mg+:4].[CH2:5]([O:6][C:8]1=[CH:9][C:10](=[O:14])[CH2:11][CH2:12][CH2:13]1)[CH3:7].[ClH:15].[O:16]1[CH2:17][CH2:18][CH2:19][CH2:20]1>>[C:2](#[CH:3])[C:8]1=[CH:9][C:10](=[O:14])[CH2:11][CH2:12][CH2:13]1. The reactants are C(C)C=1C(=NC(=CN1)CC)N[C@H]1[C@H](CC2=CC=CC=C12)O ((1R,2S)-1-[(3,6-diethylpyrazin-2-yl)amino]-2,3-dihydro-1H-inden-2-ol), BrC1=NC(=C(N=C1CC)C1=C(C=C(C=C1)Cl)Cl)CC (2-bromo-5-(2,4-dichlorophenyl)-3,6-diethylpyrazine), CC1=CC(=NC(=C1)C)N (4,6-dimethylpyridin-2-amine). Yields the product ClC1=C(C=CC(=C1)Cl)C=1N=C(C(=NC1CC)NC1=NC(=CC(=C1)C)C)CC (5-(2,4-dichlorophenyl)-N-(4,6-dimethylpyridin-2-yl)-3,6-diethylpyrazin-2-amine). RXN SMILES: C(C1[C:4]([NH:11][C@@H:12]2[C:20]3[C:15](=[CH:16]C=CC=3)[CH2:14][C@@H:13]2O)=[N:5]C(CC)=CN=1)C.Br[C:23]1[C:28]([CH2:29][CH3:30])=[N:27][C:26]([C:31]2[CH:36]=[CH:35][C:34]([Cl:37])=[CH:33][C:32]=2[Cl:38])=[C:25]([CH2:39][CH3:40])[N:24]=1.CC1C=C(C)N=C(N)C=1>>[Cl:38][C:32]1[CH:33]=[C:34]([Cl:37])[CH:35]=[CH:36][C:31]=1[C:26]1[N:27]=[C:28]([CH2:29][CH3:30])[C:23]([NH:5][C:4]2[CH:16]=[C:15]([CH3:14])[CH:20]=[C:12]([CH3:13])[N:11]=2)=[N:24][C:25]=1[CH2:39][CH3:40]. Procedure: Following the procedure for the preparation of (1R,2S)-1-[(3,6-diethylpyrazin-2-yl)amino]-2,3-dihydro-1H-inden-2-ol but substituting 2-bromo-5-(2,4-dichlorophenyl)-3,6-diethylpyrazine and 4,6-dimethylpyridin-2-amine, and making non-critical variations provided the title compound as a oil: 1H NMR (CDCl3) δ 1.31, 1.38, 2.37, 2.46, 2.62, 2.90, 6.68, 7.31, 7.37, 7.52, 8.28; HRMS (ESI+) Calcd for C21H22Cl2N4 (M+H)+ 401.1299, found 401.1317. The reactants are C(C)(C)(C)OC(=O)NC1=NC=CC(=C1)C(C(=O)C1=CC(=C(C=C1)F)F)=CN(C)C (2-(2-t-butoxycarbonylaminopyridin-4-yl)-1-(3,4-difluorophenyl)-3-dimethylamino-2-propen-1-one), C(C)(C)(C)OC(=O)NC1=NC=CC(=C1)C(C(=O)C1=CC=C(C=C1)F)=CN(C)C (2-(2-t-butoxycarbonylaminopyridin-4-yl)-3-dimethylamino-1-(4-fluorophenyl)-2-propen-1-one). Product: C(C)(C)(C)OC(=O)NC1=NC=CC(=C1)C=1C(=NNC1)C1=CC(=C(C=C1)F)F (4-(2-t-Butoxycarbonylaminopyridin-4-yl)-3-(3,4-difluorophenyl)-1H-pyrazole). Yield: 87.0%. RXN SMILES: [C:1]([O:5][C:6]([NH:8][C:9]1[CH:14]=[C:13]([C:15](=[CH:26][N:27](C)C)[C:16]([C:18]2[CH:23]=[CH:22][C:21]([F:24])=[C:20]([F:25])[CH:19]=2)=O)[CH:12]=[CH:11][N:10]=1)=[O:7])([CH3:4])([CH3:3])[CH3:2].C(OC([NH:37]C1C=C(C(=CN(C)C)C(C2C=CC(F)=CC=2)=O)C=CN=1)=O)(C)(C)C>>[C:1]([O:5][C:6]([NH:8][C:9]1[CH:14]=[C:13]([C:15]2[C:16]([C:18]3[CH:23]=[CH:22][C:21]([F:24])=[C:20]([F:25])[CH:19]=3)=[N:37][NH:27][CH:26]=2)[CH:12]=[CH:11][N:10]=1)=[O:7])([CH3:4])([CH3:3])[CH3:2]. Reported procedure: The reaction was carried out in the same manner as in Example 2-2) except for using 9.28 g (23.0 mmol) of 2-(2-t-butoxycarbonylaminopyridin-4-yl)-1-(3,4-difluorophenyl)-3-dimethylamino-2-propen-1-one obtained in Example 24-2) in place of 2-(2-t-butoxycarbonylaminopyridin-4-yl)-3-dimethylamino-1-(4-fluorophenyl)-2-propen-1-one to obtain 7.41 g of the title compound as a white powder. (Yield: 87%) Reactants: FC(C(=O)O)(F)F (trifluoroacetic acid), SC1=CC=C(C(=O)OC)C=C1 (methyl 4-mercaptobenzoate), OC(CN1C=NC=C1)C1=C(C=C(C=C1)OC)OC (1-[2-hydroxy-2-(2,4-dimethoxyphenyl)ethyl]imidazole). Run at time 1.5 hour. Yields the product COC1=C(C=CC(=C1)OC)C(CN1C=NC=C1)SC1=CC=C(C(=O)OC)C=C1 (Methyl 4-[1-(2,4-dimethoxyphenyl)-2-(imidazol-1-yl)ethylthio]benzoate). Yield: 40.9%. RXN SMILES: FC(F)(F)C(O)=O.[SH:8][C:9]1[CH:18]=[CH:17][C:12]([C:13]([O:15][CH3:16])=[O:14])=[CH:11][CH:10]=1.O[CH:20]([C:27]1[CH:32]=[CH:31][C:30]([O:33][CH3:34])=[CH:29][C:28]=1[O:35][CH3:36])[CH2:21][N:22]1[CH:26]=[CH:25][N:24]=[CH:23]1>>[CH3:36][O:35][C:28]1[CH:29]=[C:30]([O:33][CH3:34])[CH:31]=[CH:32][C:27]=1[CH:20]([S:8][C:9]1[CH:10]=[CH:11][C:12]([C:13]([O:15][CH3:16])=[O:14])=[CH:17][CH:18]=1)[CH2:21][N:22]1[CH:26]=[CH:25][N:24]=[CH:23]1. Procedure details: 10.9 ml of trifluoroacetic acid were added, whilst ice-cooling, to a mixture of 766 mg of methyl 4-mercaptobenzoate and 754 mg of 1-[2-hydroxy-2-(2,4-dimethoxyphenyl)ethyl]imidazole, and the resulting mixture was stirred at a temperature between 0° and 5° C. for 1.5 hours. The resulting solution was treated and purified according to the same procedure as described in Example 13, to give 495 mg of the title compound as a colorless oily substance.